This data is from the Open Reaction Database (ORD), a public repository of structured organic reaction records. The task is: describe an organic reaction: reactants, conditions, products, and yield The reactants are C1=CC(=CC(=C1)Cl)C(=O)OO (MCPBA), ClC=1C=CC2=C(CCC=3C(=NC=CC3)C2=O)C1 (8-chloro-5,6-dihydro-11H-benzo[5,6]cyclohepta[1,2-b]pyridin-11-one), ice. Solvent: C(Cl)Cl (CH2Cl2), C(Cl)Cl (CH2Cl2). Product: ClC=1C=CC2=C(CCC=3C(=[N+](C=CC3)[O-])C2=O)C1 (8-CHLORO-5,6-DIHYDRO-11H-BENZO[5,6]CYCLOHEPTA-[1,2-b]PYRIDIN-11-ONE N-OXIDE). RXN SMILES: [Cl:1][C:2]1[CH:3]=[CH:4][C:5]2[C:15](=[O:16])[C:10]3=[N:11][CH:12]=[CH:13][CH:14]=[C:9]3[CH2:8][CH2:7][C:6]=2[CH:17]=1.C1C=C(Cl)C=C(C(OO)=[O:26])C=1>C(Cl)Cl>[Cl:1][C:2]1[CH:3]=[CH:4][C:5]2[C:15](=[O:16])[C:10]3=[N+:11]([O-:26])[CH:12]=[CH:13][CH:14]=[C:9]3[CH2:8][CH2:7][C:6]=2[CH:17]=1. Procedure: To a mixture of 25.1 grams (0.103 mole) of 8-chloro-5,6-dihydro-11H-benzo[5,6]cyclohepta[1,2-b]pyridin-11-one in 175 ml of dry CH2Cl2 at 0° C. under an argon atmosphere was added dropwise over 70 minutes a solution of 24.12 grams of MCPBA in 150 ml of CH2Cl2. After the addition the solution was stirred for ½ hour after which the ice bath was removed. After two days the reaction was poured into 1.0 N aqueous NaOH and extracted with CH2Cl2. The organic portions were combined, washed once with wate... Starting materials: Brc1cncc(OCc2ccccc2)c1, [Cu+2], N, O, O, O, O, O, O=S(=O)([O-])[O-]. The product is Nc1cncc(OCc2ccccc2)c1. As a reaction SMILES: [Br:1][c:2]1[cH:3][c:4]([O:8][CH2:9][c:10]2[cH:11][cH:12][cH:13][cH:14][cH:15]2)[cH:5][n:6][cH:7]1.[Cu+2:27].[NH3:16].[OH2:17].[OH2:18].[OH2:19].[OH2:20].[OH2:21].[S:22]([O-:23])([O-:24])(=[O:25])=[O:26]>>[c:2]1([NH2:16])[cH:3][c:4]([O:8][CH2:9][c:10]2[cH:11][cH:12][cH:13][cH:14][cH:15]2)[cH:5][n:6][cH:7]1.